This data is from the Open Reaction Database (ORD), a public repository of structured organic reaction records. The task is: describe an organic reaction: reactants, conditions, products, and yield Starting materials: [H][H] (hydrogen), C(F)(F)(F)C(Cl)(Cl)C(F)(F)Cl (CF3CCl2CF2Cl), quartz. Reagents/catalysts: [Pd] (Pd on alumina). Reaction conditions: time 12.6 hour. Yields the product C(F)(F)(F)C(Cl)(Cl)C(F)(F)Cl (CF3CCl2CF2Cl), C(F)(F)(F)C=C(F)F (CF3CH═CF2), C(F)(F)(F)C(Cl)=C(F)F (CF3CCl═CF2). RXN SMILES: [H][H].[C:3]([C:7]([C:10]([Cl:13])([F:12])[F:11])([Cl:9])[Cl:8])([F:6])([F:5])[F:4]>[Pd]>[C:3]([C:7]([C:10]([Cl:13])([F:11])[F:12])([Cl:9])[Cl:8])([F:6])([F:5])[F:4].[C:3]([CH:7]=[C:10]([F:12])[F:11])([F:6])([F:5])[F:4].[C:3]([C:7](=[C:10]([F:12])[F:11])[Cl:8])([F:6])([F:5])[F:4]. Procedure details: The test procedure described in Example 2 was repeated except that the catalyst was 0.5% Pd on alumina, the reaction temperature was held to approximately 150° C. and the duration of the test was approximately 12.6 hours. The mole ratio of hydrogen to CF3CCl2CF2Cl introduced into the quartz reactor was approximately 1.09. The reaction product was collected and its composition was determined. The reaction resulted in a conversion of CF3CCl2CF2Cl of about 97.8%, with a selectivity for CF3CH═CF2 of... Procedure details: mp. 71° C., by the reaction of 1H-1,2,4-triazole with 4-cyclopentyl-2-(2,4-dichlorophenyl)butyl methanesulfonate; and Reactants: N1N=CN=C1 (1H-1,2,4-triazole), CS(=O)(=O)OCC(CCC1CCCC1)C1=C(C=C(C=C1)Cl)Cl (4-cyclopentyl-2-(2,4-dichlorophenyl)butyl methanesulfonate). RXN SMILES: [NH:1]1[CH:5]=[N:4][CH:3]=[N:2]1.CS(O[CH2:11][CH:12]([C:20]1[CH:25]=[CH:24][C:23]([Cl:26])=[CH:22][C:21]=1[Cl:27])[CH2:13][CH2:14][CH:15]1[CH2:19][CH2:18][CH2:17][CH2:16]1)(=O)=O>>[CH:15]1([CH2:14][CH2:13][CH:12]([C:20]2[CH:25]=[CH:24][C:23]([Cl:26])=[CH:22][C:21]=2[Cl:27])[CH2:11][N:1]2[CH:5]=[N:4][CH:3]=[N:2]2)[CH2:19][CH2:18][CH2:17][CH2:16]1. The product is C1(CCCC1)CCC(CN1N=CN=C1)C1=C(C=C(C=C1)Cl)Cl (1-[4-cyclopentyl-2-(2,4-dichlorophenyl)butyl]-1H-1,2,4-triazole). Starting materials: COc1ccccc1C1CCC(=O)C=C1C(=O)O, CI, CC(C)=O, C1CCC2=NCCCN2CC1. The product is COC(=O)C1=CC(=O)CCC1c1ccccc1OC. RXN SMILES: [CH3:14][O:15][c:16]1[c:17]([CH:22]2[CH2:23][CH2:24][C:25](=[O:31])[CH:26]=[C:27]2[C:28](=[O:29])[OH:30])[cH:18][cH:19][cH:20][cH:21]1.[CH3:1][I:2].[CH3:32][C:33](=[O:34])[CH3:35].[N:3]12[CH2:4][CH2:13][CH2:12][CH2:11][CH2:10][C:9]1=[N:8][CH2:7][CH2:6][CH2:5]2>>[CH3:4][O:30][C:28]([C:27]1=[CH:26][C:25](=[O:31])[CH2:24][CH2:23][CH:22]1[c:17]1[c:16]([O:15][CH3:14])[cH:21][cH:20][cH:19][cH:18]1)=[O:29]. Starting materials: C1(=CC=CC=C1)N(C1=CC=C(C=C1)B(O)O)C1=CC=CC=C1 (4-(diphenylamino)phenylboronic acid), BrC=1C=CC(=NC1)I (5-bromo-2-iodopyridine), C(=O)([O-])[O-].[Na+].[Na+] (Na2CO3), O (H2O). Reagents/catalysts: C=1C=CC(=CC1)[P](C=2C=CC=CC2)(C=3C=CC=CC3)[Pd]([P](C=4C=CC=CC4)(C=5C=CC=CC5)C=6C=CC=CC6)([P](C=7C=CC=CC7)(C=8C=CC=CC8)C=9C=CC=CC9)[P](C=1C=CC=CC1)(C=1C=CC=CC1)C=1C=CC=CC1 (tetrakis(triphenylphosphine)palladium(0)). Solvent: C1CCOC1 (THF). Reaction conditions: temperature 80 celsius. Product: BrC=1C=CC(=NC1)C1=CC=C(N(C2=CC=CC=C2)C2=CC=CC=C2)C=C1 (4-(5-bromopyridin-2-yl)-N,N-diphenylaniline). The yield is 98.2%. RXN SMILES: [C:1]1([N:7]([C:17]2[CH:22]=[CH:21][CH:20]=[CH:19][CH:18]=2)[C:8]2[CH:13]=[CH:12][C:11](B(O)O)=[CH:10][CH:9]=2)[CH:6]=[CH:5][CH:4]=[CH:3][CH:2]=1.[Br:23][C:24]1[CH:25]=[CH:26][C:27](I)=[N:28][CH:29]=1.C([O-])([O-])=O.[Na+].[Na+].O>C1C=CC([P]([Pd]([P](C2C=CC=CC=2)(C2C=CC=CC=2)C2C=CC=CC=2)([P](C2C=CC=CC=2)(C2C=CC=CC=2)C2C=CC=CC=2)[P](C2C=CC=CC=2)(C2C=CC=CC=2)C2C=CC=CC=2)(C2C=CC=CC=2)C2C=CC=CC=2)=CC=1.C1COCC1>[Br:23][C:24]1[CH:25]=[CH:26][C:27]([C:11]2[CH:12]=[CH:13][C:8]([N:7]([C:1]3[CH:6]=[CH:5][CH:4]=[CH:3][CH:2]=3)[C:17]3[CH:22]=[CH:21][CH:20]=[CH:19][CH:18]=3)=[CH:9][CH:10]=2)=[N:28][CH:29]=1 |f:2.3.4,^1:41,43,62,81|. Reported procedure: A mixture of 4-(diphenylamino)phenylboronic acid (7.00 g, 24.2 mmol), 5-bromo-2-iodopyridine (7.56 g, 26.6 mmol), tetrakis(triphenylphosphine)palladium(0) (1.40 g, 1.21 mmol), Na2CO3 (9.18 g, 86.6 mmol), H2O (84 mL) and THF (140 mL) was degassed with argon for about 1.5 hours (h) while stirring. The stirring reaction mixture was then maintained under argon at 80° C. for about 19 h. Upon confirming consumption of the starting material by thin layer chromatography (TLC) (SiO2, 19:1 hexanes-EtOAc),... The reactants are BrC=1C(=NOC1C1=CC=C(C=C1)Cl)C(=O)OCC (ethyl 4-bromo-5-(4-chlorophenyl)isoxazole-3-carboxylate), C1(CCCC1)N (cyclopentylamine). Solvent: C(C)O (ethanol). Product: BrC=1C(=NOC1C1=CC=C(C=C1)Cl)C(=O)NC1CCCC1 (4-Bromo-5-(4-chlorophenyl)-N-cyclopentylisoxazole-3-carboxamide). As a reaction SMILES: [Br:1][C:2]1[C:3]([C:14]([O:16]CC)=O)=[N:4][O:5][C:6]=1[C:7]1[CH:12]=[CH:11][C:10]([Cl:13])=[CH:9][CH:8]=1.[CH:19]1([NH2:24])[CH2:23][CH2:22][CH2:21][CH2:20]1>C(O)C>[Br:1][C:2]1[C:3]([C:14]([NH:24][CH:19]2[CH2:23][CH2:22][CH2:21][CH2:20]2)=[O:16])=[N:4][O:5][C:6]=1[C:7]1[CH:8]=[CH:9][C:10]([Cl:13])=[CH:11][CH:12]=1. Procedure details: A mixture of ethyl 4-bromo-5-(4-chlorophenyl)isoxazole-3-carboxylate (213 mg, 0.70 mmol) and cyclopentylamine (0.70 mL, 7.0 mmol) in absolute ethanol (8 mL) was heated to reflux overnight. The volatiles were removed in vacuo and the compound was purified by silica gel chromatography eluting with 2% methanol with dichloromethane to afford the title compound: (0.21 g, 0.57 mmol). MS (ESI) m/z (M+H+): 370.9/368.8. The reactants are CNC=1C=NC=CC1C1=C(C=CC=C1)C (N-methyl-4-o-tolylpyridin-3-amine), C(#N)C=1C=C(C(=O)O)C=C(C1)C(F)(F)F (3-cyano-5-trifluoromethyl-benzoic acid). Yields the product C(#N)C=1C=C(C(=O)N(C=2C=NC=CC2C2=C(C=CC=C2)C)C)C=C(C1)C(F)(F)F (3-Cyano-N-methyl-N-(4-o-tolyl-pyridin-3-yl)-5-trifluoromethyl-benzamide). RXN SMILES: [CH3:1][NH:2][C:3]1[CH:4]=[N:5][CH:6]=[CH:7][C:8]=1[C:9]1[CH:14]=[CH:13][CH:12]=[CH:11][C:10]=1[CH3:15].[C:16]([C:18]1[CH:19]=[C:20]([CH:24]=[C:25]([C:27]([F:30])([F:29])[F:28])[CH:26]=1)[C:21]([OH:23])=O)#[N:17]>>[C:16]([C:18]1[CH:19]=[C:20]([CH:24]=[C:25]([C:27]([F:30])([F:29])[F:28])[CH:26]=1)[C:21]([N:2]([CH3:1])[C:3]1[CH:4]=[N:5][CH:6]=[CH:7][C:8]=1[C:9]1[CH:14]=[CH:13][CH:12]=[CH:11][C:10]=1[CH3:15])=[O:23])#[N:17]. Reported procedure: The title compound was prepared in analogy to example 90, from N-methyl-4-o-tolylpyridin-3-amine (example 1, intermediate a) and 3-cyano-5-trifluoromethyl-benzoic acid after a reaction time of 94 hours. The product was purified by silica gel chromatography using a 10 g column eluting with EtOAc followed by a second chromatography on a 5 g column eluting with a gradient of n-heptane:EtOAc (100:0 to 50:50). Colorless solid (2%). MS (ESI): m/z=396.13 [M+H]+. The reactants are CN(CCC(=O)C1=CC=C(C=C1)[N+](=O)[O-])C (3-dimethylamino-1-(4-nitrophenyl)propan-1-one), Cl (hydrochloric acid), [H][H] (hydrogen). The reagents and catalysts are [OH-].[Pd+2].[OH-] (palladium(II) hydroxide). Solvent: C(C)(=O)O (acetic acid). Conditions: time 6 hour. Yields the product CN(CCCC1=CC=C(C=C1)N)C (4-(3-Dimethylaminopropyl)phenylamine). As a reaction SMILES: [CH3:1][N:2]([CH3:16])[CH2:3][CH2:4][C:5]([C:7]1[CH:12]=[CH:11][C:10]([N+:13]([O-])=O)=[CH:9][CH:8]=1)=O.Cl.[H][H]>C(O)(=O)C.[OH-].[Pd+2].[OH-]>[CH3:16][N:2]([CH3:1])[CH2:3][CH2:4][CH2:5][C:7]1[CH:8]=[CH:9][C:10]([NH2:13])=[CH:11][CH:12]=1 |f:4.5.6|. Procedure details: A solution of 3-dimethylamino-1-(4-nitrophenyl)propan-1-one (hydrochloride, 0.25 g) in glacial acetic acid (10 ml) was adjusted to pH 1 with concentrated hydrochloric acid and, under nitrogen, palladium(II) hydroxide (20% on carbon, 0.1 g) was added. The nitrogen atmosphere was replaced by hydrogen, and the suspension was shaken for 6 hours. The catalyst was filtered off and the filtrate was concentrated. The residue was partitioned between saturated sodium bicarbonate solution and ethyl acetate...